Dataset: the Open Reaction Database (ORD), a public repository of structured organic reaction records. Task: describe an organic reaction: reactants, conditions, products, and yield The reactants are ClC1=CC=C(C=C1)C(C=1C(=NN(C1C(C)C)C=1C(=NC(=NC1)OC)OC)C(=O)O)NC=1C=C(C2=C(C(=NO2)C)C1)C (4-((4-chlorophenyl)((3,7-dimethylbenzo[d]isoxazol-5-yl)amino)methyl)-1-(2,4-dimethoxypyrimidin-5-yl)-5-isopropyl-1H-pyrazole-3-carboxylic acid). Solvent: CCOC(=O)C (EtOAc). Yields the product ClC1=CC=C(C=C1)C1N(C(C2=NN(C(=C21)C(C)C)C=2C(=NC(=NC2)OC)OC)=O)C=2C=C(C1=C(C(=NO1)C)C2)C (4-(4-chlorophenyl)-2-(2,4-dimethoxypyrimidin-5-yl)-5-(3,7-dimethylbenzo[d]-isoxazol-5-yl)-3-isopropyl-4,5-dihydropyrrolo[3,4-c]pyrazol-6(2H)-one). RXN SMILES: [Cl:1][C:2]1[CH:7]=[CH:6][C:5]([CH:8]([NH:30][C:31]2[CH:32]=[C:33]([CH3:41])[C:34]3[O:38][N:37]=[C:36]([CH3:39])[C:35]=3[CH:40]=2)[C:9]2[C:10]([C:27]([OH:29])=O)=[N:11][N:12]([C:17]3[C:18]([O:25][CH3:26])=[N:19][C:20]([O:23][CH3:24])=[N:21][CH:22]=3)[C:13]=2[CH:14]([CH3:16])[CH3:15])=[CH:4][CH:3]=1>CCOC(C)=O>[Cl:1][C:2]1[CH:7]=[CH:6][C:5]([CH:8]2[C:9]3[C:10](=[N:11][N:12]([C:17]4[C:18]([O:25][CH3:26])=[N:19][C:20]([O:23][CH3:24])=[N:21][CH:22]=4)[C:13]=3[CH:14]([CH3:16])[CH3:15])[C:27](=[O:29])[N:30]2[C:31]2[CH:32]=[C:33]([CH3:41])[C:34]3[O:38][N:37]=[C:36]([CH3:39])[C:35]=3[CH:40]=2)=[CH:4][CH:3]=1. Reported procedure: The title compound was prepared in analogy to the procedure described in Example 1 using 4-((4-chlorophenyl)((3,7-dimethylbenzo[d]isoxazol-5-yl)amino)methyl)-1-(2,4-dimethoxypyrimidin-5-yl)-5-isopropyl-1H-pyrazole-3-carboxylic acid (Step 46.13). tR: 1.25 min (LC-MS 2); ESI-MS: 559 [M+H]+ (LC-MS 2); Rf=0.50 (EtOAc); 1H NMR (400 MHz, DMSO-d6) δ ppm 0.48 (d, J=6.8 Hz, 3H) 1.17 (d, J=6.7 Hz, 3H) 2.45 (s, 3H) 2.52 (s, 3H) 2.61-2.71 (m, 1H) 3.96 (s, 3H) 4.01 (s, 3H) 6.69 (s, 1H) 7.33-7.42 (m, 4H) 7.67... Reactants: CC(=O)OC(C)=O, Cc1c(C)c2c(c(C)c1O)CCC(C)(C(=O)O)O2, c1ccncc1. Yields the product CC(=O)Oc1c(C)c(C)c2c(c1C)CCC(C)(C(=O)O)O2. Reaction SMILES: [CH3:19][C:20](=[O:21])[O:22][C:23]([CH3:24])=[O:25].[OH:1][c:2]1[c:3]([CH3:18])[c:4]2[c:9]([c:10]([CH3:13])[c:11]1[CH3:12])[O:8][C:7]([C:14](=[O:15])[OH:16])([CH3:17])[CH2:6][CH2:5]2.[cH:26]1[cH:27][cH:28][n:29][cH:30][cH:31]1>>[O:1]([c:2]1[c:3]([CH3:18])[c:4]2[c:9]([c:10]([CH3:13])[c:11]1[CH3:12])[O:8][C:7]([C:14](=[O:15])[OH:16])([CH3:17])[CH2:6][CH2:5]2)[C:20]([CH3:19])=[O:21].